Dataset: the Open Reaction Database (ORD), a public repository of structured organic reaction records. Task: describe an organic reaction: reactants, conditions, products, and yield Reactants: Cl (hydrochloric acid), C1(CCC1)C1=C(C=CC=C1)OCOC (1-cyclobutyl-2-(methoxymethoxy)benzene), CCOC(=O)C (EtOAc). Solvent: CO (MeOH). Conditions: temperature 60 celsius, time 2 hour. Yields the product C1(CCC1)C1=C(C=CC=C1)O (2-cyclobutylphenol). The yield is 99.8%. As a reaction SMILES: Cl.[CH:2]1([C:6]2[CH:11]=[CH:10][CH:9]=[CH:8][C:7]=2[O:12]COC)[CH2:5][CH2:4][CH2:3]1.CCOC(C)=O>CO>[CH:2]1([C:6]2[CH:11]=[CH:10][CH:9]=[CH:8][C:7]=2[OH:12])[CH2:3][CH2:4][CH2:5]1. Procedure: After concentrated hydrochloric acid (3.1 mL) was added to a solution of 1-cyclobutyl-2-(methoxymethoxy)benzene (1.43 g) in MeOH (29 mL) at room temperature, the mixture was stirred at 60° C. for 2 hours. After the reaction mixture was cooled to room temperature, a standard buffer solution of pH 6.86 was added thereto, and EtOAc was added. Extraction was performed on the mixture using EtOAc, and the extract was washed with saturated brine. The organic layer was dried over Na2SO4 and filtered, an... Starting materials: ClC1=C(N)C=C(C(=C1)S(=O)(=O)Cl)Cl (2,5-dichloro-aniline-4-sulphonic acid chloride), C1=C(C=CC=C1O)C (m-cresol), [OH-].[Na+] (sodium hydroxide). Run in O (water). Reaction conditions: time 30 minute. Product: CC=1C=C(C=CC1)OS(=O)(=O)C1=C(C=C(C(=C1)Cl)N)Cl (4-amino-2,5-dichlorobenzenesulphonic acid 3-methyl-phenyl ester). Reaction SMILES: [CH:1]1[C:6]([OH:7])=[CH:5][CH:4]=[CH:3][C:2]=1[CH3:8].[Cl:9][C:10]1[CH:16]=[C:15]([S:17](Cl)(=[O:19])=[O:18])[C:14]([Cl:21])=[CH:13][C:11]=1[NH2:12].[OH-].[Na+]>O>[CH3:8][C:2]1[CH:1]=[C:6]([O:7][S:17]([C:15]2[CH:16]=[C:10]([Cl:9])[C:11]([NH2:12])=[CH:13][C:14]=2[Cl:21])(=[O:19])=[O:18])[CH:5]=[CH:4][CH:3]=1 |f:2.3|. Reported procedure: 110 g of m-cresol are dissolved in 1.5 liters of water at 60° C. and pH 10.5. 497 g of a 52.4% strength moist paste of 2,5-dichloro-aniline-4-sulphonic acid chloride are added in portions, over the course of 45 minutes, to this solution at 60° C. At the same time, the pH value is kept constant at between 10.0 and 10.5 by simultaneous dropwise addition of a total of 100 ml of a 45% strength sodium hydroxide solution. The mixture is then stirred for a further 30 minutes, after which the precipitat... Reactants: COc1ccccc1CN, Cc1ccccc1, CCC(Oc1ccc([N+](=O)[O-])cc1)C(=O)Cl, c1ccncc1. Product: CCC(Oc1ccc([N+](=O)[O-])cc1)C(=O)NCc1ccccc1OC. RXN SMILES: [CH3:1][O:2][c:3]1[c:4]([CH2:5][NH2:6])[cH:7][cH:8][cH:9][cH:10]1.[CH3:33][c:34]1[cH:35][cH:36][cH:37][cH:38][cH:39]1.[N+:17](=[O:18])([O-:19])[c:20]1[cH:21][cH:22][c:23]([O:24][CH:25]([C:26](=[O:27])[Cl:28])[CH2:29][CH3:30])[cH:31][cH:32]1.[cH:11]1[cH:12][cH:13][n:14][cH:15][cH:16]1>>[CH3:1][O:2][c:3]1[c:4]([CH2:5][NH:6][C:26]([CH:25]([O:24][c:23]2[cH:22][cH:21][c:20]([N+:17](=[O:18])[O-:19])[cH:32][cH:31]2)[CH2:29][CH3:30])=[O:27])[cH:7][cH:8][cH:9][cH:10]1. Reactants: O1C(CN(CC2CO2)CC2=CC=CC=C2)C1 (N,N-bis(2,3-epoxypropyl)benzylamine), C(C1=CC=CC=C1)O (benzyl alcohol), O1CCOCC1 (dioxane), [H-].[Na+] (sodium hydride). Solvent: O (water). The product is C1(=CC=CC=C1)COCC1OC(CN(C1)CC1=CC=CC=C1)CO (6-[(phenylmethoxy)methyl]-4-(phenylmethyl)-2-morpholinemethanol). Yield: 68.4%. RXN SMILES: [O:1]1[CH2:16][CH:2]1[CH2:3][N:4]([CH2:9][C:10]1[CH:15]=[CH:14][CH:13]=[CH:12][CH:11]=1)[CH2:5][CH:6]1[O:8][CH2:7]1.[CH2:17]([OH:24])[C:18]1[CH:23]=[CH:22][CH:21]=[CH:20][CH:19]=1.O1CCOCC1.[H-].[Na+]>O>[C:18]1([CH2:17][O:24][CH2:7][CH:6]2[CH2:5][N:4]([CH2:9][C:10]3[CH:11]=[CH:12][CH:13]=[CH:14][CH:15]=3)[CH2:3][CH:2]([CH2:16][OH:1])[O:8]2)[CH:23]=[CH:22][CH:21]=[CH:20][CH:19]=1 |f:3.4|. Reported procedure: 5.48 G (0.025 mole) of N,N-bis(2,3-epoxypropyl)benzylamine is added to a mixture of 2.70 g (0.025 mole) of benzyl alcohol in 75 ml of dioxane containing 1 equivalent of sodium hydride. The reaction is allowed to cool below 40° with an ice-bath for approximately 1/2 hour and is then heated at reflux overnight. After cooling to room temperature, the entire mixture is poured slowly, with stirring, into 150 ml of water. The aqueous mixture is extracted with 3×125 ml portions of chloroform. The CHCl3... As a reaction SMILES: [CH3:16][OH:17].[Cl:18][CH2:19][Cl:20].[Cl:1][c:2]1[n:3][c:4]([C:9](=[O:10])[O:11][CH2:12][CH3:13])[nH:5][c:6]1[CH2:7][CH3:8].[Li+:14].[OH-:15]>>[Cl:1][c:2]1[n:3][c:4]([C:9](=[O:10])[OH:11])[nH:5][c:6]1[CH2:7][CH3:8]. Reactants: CO, ClCCl, CCOC(=O)c1nc(Cl)c(CC)[nH]1, [Li+], [OH-]. Product: CCc1[nH]c(C(=O)O)nc1Cl. Reactants: CCI, CN1CCCC1=O, [H-], Nc1cc2ccccc2cc1O, [Na+], [Na+], [OH-]. The product is COc1cc2ccccc2cc1N. As a reaction SMILES: [CH2:15]([I:16])[CH3:17].[CH3:20][N:21]1[CH2:22][CH2:23][CH2:24][C:25]1=[O:26].[H-:13].[NH2:1][c:2]1[c:3]([OH:12])[cH:4][c:5]2[cH:6][cH:7][cH:8][cH:9][c:10]2[cH:11]1.[Na+:14].[Na+:19].[OH-:18]>>[NH2:1][c:2]1[c:3]([O:12][CH3:15])[cH:4][c:5]2[cH:6][cH:7][cH:8][cH:9][c:10]2[cH:11]1. Starting materials: O (water), [OH-].[Na+] (NaOH), C(OC1=C(C=C(C(=C1)[N+](=O)[O-])C(C)(C)C)C(C(=O)N)(C)C)(OC)=O (2-(1-amino-2-methyl-1-oxopropan-2-yl)-4-tert-butyl-5-nitrophenyl methyl carbonate). Solvent: CO (methanol). Yields the product C(C)(C)(C)C=1C(=CC(=C(C1)C(C(=O)O)(C)C)O)[N+](=O)[O-] (2-(5-tert-butyl-2-hydroxy-4-nitrophenyl)-2-methylpropanoic acid). As a reaction SMILES: C(=O)(OC)[O:2][C:3]1[CH:8]=[C:7]([N+:9]([O-:11])=[O:10])[C:6]([C:12]([CH3:15])([CH3:14])[CH3:13])=[CH:5][C:4]=1[C:16]([CH3:21])([CH3:20])[C:17](N)=O.[OH2:25].[OH-:26].[Na+]>CO>[C:12]([C:6]1[C:7]([N+:9]([O-:11])=[O:10])=[CH:8][C:3]([OH:2])=[C:4]([C:16]([CH3:20])([CH3:17])[C:21]([OH:26])=[O:25])[CH:5]=1)([CH3:13])([CH3:14])[CH3:15] |f:2.3|. Procedure: To a mixture of compound 17 (7.3 g, 21.6 mmol) in methanol (180 mL) was added water (18 mL) and NaOH (8.64 g, 216 mmol). The solution was heated and maintained at reflux for 3 days. The solvent was evaporated in vacuo and the residue was dissolved in 140 mL of water. Then the solution was acidified to pH 2 by the addition of 2N HCl. The aqueous phase was extracted with ethyl acetate (100 mL×3), and the combined organic phases were washed with water and brine, dried over anhydrous Na2SO4 and then...